From a dataset of the Open Reaction Database (ORD), a public repository of structured organic reaction records. describe an organic reaction: reactants, conditions, products, and yield The reactants are C(CCC)[Li] (butyllithium), N1(CCOCC1)C=O (morpholine-4-carbaldehyde), BrC=1C=C(COCCO[Si](C)(C)C(C)(C)C)C=CC1 ((2-(3-Bromobenzyloxy)ethoxy)(tert-butyl)-dimethylsilane), BrC=1C=C(COCCO[Si](C)(C)C(C)(C)C)C=CC1 ((2-(3-Bromobenzyloxy)ethoxy)(tert-butyl)-dimethylsilane), C(C)(C)[Mg]Cl (Isopropylmagnesium chloride). The solvent is C1CCOC1 (THF), C1CCOC1 (THF). Run at temperature -10 celsius, time 10 minute. Product: [Si](C)(C)(C(C)(C)C)OCCOCC=1C=C(C=O)C=CC1 (3-((2-(tert-Butyldimethylsilyloxy)ethoxy)methyl)benzaldehyde). As a reaction SMILES: Br[C:2]1[CH:3]=[C:4]([CH:17]=[CH:18][CH:19]=1)[CH2:5][O:6][CH2:7][CH2:8][O:9][Si:10]([C:13]([CH3:16])([CH3:15])[CH3:14])([CH3:12])[CH3:11].C([Mg]Cl)(C)C.C([Li])CCC.N1(C=O)CC[O:33][CH2:32]C1>C1COCC1>[Si:10]([O:9][CH2:8][CH2:7][O:6][CH2:5][C:4]1[CH:3]=[C:2]([CH:19]=[CH:18][CH:17]=1)[CH:32]=[O:33])([C:13]([CH3:16])([CH3:15])[CH3:14])([CH3:12])[CH3:11]. Procedure details: (2-(3-Bromobenzyloxy)ethoxy)(tert-butyl)dimethylsilane [Aromatic Intermediate 25, step b] (2.3 g) was dissolved in THF (15 mL) and the solution cooled to −10° C. Isopropylmagnesium chloride (2M in THF, 1.2 mL) was added, followed by butyllithium (2.1M in hexanes, 2.4 mL). The mixture was stirred for 10 min before being added to a solution of morpholine-4-carbaldehyde (1.4 mL) in THF (15 mL). The mixture was stirred for 1 hour, then poured onto ammonium chloride solution (30 mL) and extracted int... Reactants: CN1CCc2oc3c([N+](=O)[O-])cccc3c2C1, CC(Cl)CC(=O)Cl, ClCCCl. Yields the product O=[N+]([O-])c1cccc2c3c(oc12)CCNC3. RXN SMILES: [CH3:1][N:2]1[CH2:3][c:4]2[c:5]([o:8][c:9]3[c:10]2[cH:11][cH:12][cH:13][c:14]3[N+:15](=[O:16])[O-:17])[CH2:6][CH2:7]1.[Cl:18][CH:19]([CH2:20][C:21]([Cl:22])=[O:23])[CH3:24].[Cl:25][CH2:26][CH2:27][Cl:28]>>[NH:2]1[CH2:3][c:4]2[c:5]([o:8][c:9]3[c:10]2[cH:11][cH:12][cH:13][c:14]3[N+:15](=[O:16])[O-:17])[CH2:6][CH2:7]1. The reactants are CN1C(C(=C(C=C1C)C)C#N)=O (1 -methyl-3-cyano-4,6-dimethyl-pyrid-2-one), S(O)(O)(=O)=O (sulfuric acid), O (water), O (water). Yields the product CN1C(C(=C(C=C1C)C)C(=O)O)=O (1-methyl-3-carboxy-4,6-dimethylpyrid-2-one). The yield is 60.0%. Reaction SMILES: [CH3:1][N:2]1[C:7]([CH3:8])=[CH:6][C:5]([CH3:9])=[C:4]([C:10]#N)[C:3]1=[O:12].S(=O)(=O)(O)[OH:14].[OH2:18]>>[CH3:1][N:2]1[C:7]([CH3:8])=[CH:6][C:5]([CH3:9])=[C:4]([C:10]([OH:14])=[O:18])[C:3]1=[O:12]. Procedure details: To a stirred mixture of 1 -methyl-3-cyano-4,6-dimethyl-pyrid-2-one (144 g., 0.89 mole) and 110 ml. of water is slowly added concentrated sulfuric acid (220 ml.) and the solution is heated on a steam bath for 24 hours. The solution is poured into 6 liters of water, cooled, and the resulting precipitate is collected by filtration and dried in a vacuum oven to give 1-methyl-3-carboxy-4,6-dimethylpyrid-2-one, 97 g. (60% yield), mp. 200°-204° C. Reactants: ClCCl, COC(C)(C)Cn1ccc(N)n1, CS(=O)(=O)c1cccc(C(CC2CCCC2)C(=O)O)c1, O=C(Cl)C(=O)Cl, CN(C)C=O, c1ccccc1. Product: COC(C)(C)Cn1ccc(NC(=O)C(CC2CCCC2)c2cccc(S(C)(=O)=O)c2)n1. Reaction SMILES: [CH2:50]([Cl:51])[Cl:52].[CH3:32][O:33][C:34]([CH2:35][n:36]1[n:37][c:38]([NH2:41])[cH:39][cH:40]1)([CH3:42])[CH3:43].[CH:1]1([CH2:6][CH:7]([C:8](=[O:9])[OH:10])[c:11]2[cH:12][c:13]([S:17](=[O:18])(=[O:19])[CH3:20])[cH:14][cH:15][cH:16]2)[CH2:2][CH2:3][CH2:4][CH2:5]1.[Cl:21][C:22]([C:23]([Cl:24])=[O:25])=[O:26].[O:27]=[CH:28][N:29]([CH3:30])[CH3:31].[cH:44]1[cH:45][cH:46][cH:47][cH:48][cH:49]1>>[CH:1]1([CH2:6][CH:7]([C:8](=[O:10])[NH:41][c:38]2[n:37][n:36]([CH2:35][C:34]([O:33][CH3:32])([CH3:42])[CH3:43])[cH:40][cH:39]2)[c:11]2[cH:12][c:13]([S:17](=[O:18])(=[O:19])[CH3:20])[cH:14][cH:15][cH:16]2)[CH2:2][CH2:3][CH2:4][CH2:5]1. Reactants: C1(O)=CC(O)=CC=C1 (resorcinol), C([O-])([O-])=O.[K+].[K+] (potassium carbonate), BrC1=NC=CC=C1 (2-bromopyridine), CN1C=NC=C1 (1-methylimidazole). Reagents/catalysts: [Cu]I (copper(I) iodide). Run in N1=CC=CC=C1 (Pyridine). Reaction conditions: temperature 140 celsius, time 2 day. Product: N1=C(C=CC=C1)OC=1C=C(C=CC1)O (3-(pyridin-2-yloxy)phenol). Isolated yield 55.0%. Reaction SMILES: [C:1]1([CH:8]=[CH:7][CH:6]=[C:4]([OH:5])[CH:3]=1)[OH:2].Br[C:10]1[CH:15]=[CH:14][CH:13]=[CH:12][N:11]=1.CN1C=CN=C1.C(=O)([O-])[O-].[K+].[K+]>[Cu]I.N1C=CC=CC=1>[N:11]1[CH:12]=[CH:13][CH:14]=[CH:15][C:10]=1[O:2][C:1]1[CH:3]=[C:4]([OH:5])[CH:6]=[CH:7][CH:8]=1 |f:3.4.5|. Procedure: Under a nitrogen atmosphere, a pressure vessel was charged with a magnetic stir bar, resorcinol (110 mmol), 2-bromopyridine (100 mmol), 1-methylimidazole (5 mmol), and potassium carbonate (200 mmol). Pyridine (80 mL) was added and bubbled with nitrogen for 20 minutes before copper(I) iodide (10 mmol) was added and bubbled 10 minutes further. The vessel was sealed and heated to 140° C. while stirring. After 2 days, the solution was allowed to cool. The solids were filtered off and rinsed with a 5...